This data is from the Open Reaction Database (ORD), a public repository of structured organic reaction records. The task is: describe an organic reaction: reactants, conditions, products, and yield The reactants are N1CCC2(CC1)OC(C1=CC=CC=C12)=O (1,3-dihydrospiro[isobenzofuran1,4'-piperidine]-3-one), C(C1=CC=CC=C1)(C1=CC=CC=C1)OCCCl (2-benzhydryloxy-1-chloroethane). Product: C(C1=CC=CC=C1)(C1=CC=CC=C1)OCCN1CCC2(CC1)OC(C1=CC=CC=C12)=O (1'-(2-benzhydryloxyethyl)-1,3-dihydrospiro[isobenzofuran-1,4'-piperidine]- 3-one). Reaction SMILES: [NH:1]1[CH2:6][CH2:5][C:4]2([C:14]3[C:9](=[CH:10][CH:11]=[CH:12][CH:13]=3)[C:8](=[O:15])[O:7]2)[CH2:3][CH2:2]1.[CH:16]([O:29][CH2:30][CH2:31]Cl)([C:23]1[CH:28]=[CH:27][CH:26]=[CH:25][CH:24]=1)[C:17]1[CH:22]=[CH:21][CH:20]=[CH:19][CH:18]=1>>[CH:16]([O:29][CH2:30][CH2:31][N:1]1[CH2:6][CH2:5][C:4]2([C:14]3[C:9](=[CH:10][CH:11]=[CH:12][CH:13]=3)[C:8](=[O:15])[O:7]2)[CH2:3][CH2:2]1)([C:23]1[CH:24]=[CH:25][CH:26]=[CH:27][CH:28]=1)[C:17]1[CH:22]=[CH:21][CH:20]=[CH:19][CH:18]=1. Procedure details: Reaction of 1,3-dihydrospiro[isobenzofuran1,4'-piperidine]-3-one and 2-benzhydryloxy-1-chloroethane by the method described in Example 5d provides 1'-(2-benzhydryloxyethyl)-1,3-dihydrospiro[isobenzofuran-1,4'-piperidine]- 3-one as colorless crystals, m.p. 99°-100°. Reactants: CC(C)CC=C1CCC2(CC1)SC(CC(=O)OC(C)C)C(=O)N2CC(=O)OC(C)(C)C, CCOCC, Cl, C1COCCO1. Yields the product CC(C)CC=C1CCC2(CC1)SC(CC(=O)OC(C)C)C(=O)N2CC(=O)O. RXN SMILES: [C:1]([CH3:2])([CH3:3])([CH3:4])[O:5][C:6]([CH2:7][N:8]1[C:9](=[O:30])[CH:10]([CH2:23][C:24](=[O:25])[O:26][CH:27]([CH3:28])[CH3:29])[S:11][C:12]12[CH2:13][CH2:14][C:15](=[CH:18][CH2:19][CH:20]([CH3:21])[CH3:22])[CH2:16][CH2:17]2)=[O:31].[CH3:33][CH2:34][O:35][CH2:36][CH3:37].[ClH:32].[O:38]1[CH2:39][CH2:40][O:41][CH2:42][CH2:43]1>>[O:5]=[C:6]([CH2:7][N:8]1[C:9](=[O:30])[CH:10]([CH2:23][C:24](=[O:25])[O:26][CH:27]([CH3:28])[CH3:29])[S:11][C:12]12[CH2:13][CH2:14][C:15](=[CH:18][CH2:19][CH:20]([CH3:21])[CH3:22])[CH2:16][CH2:17]2)[OH:31]. The reactants are CO, O=C(NCCc1ccc(Sc2ccc(O)cc2)cc1)C(F)(F)F, [Na+], [OH-]. RXN SMILES: [CH3:26][OH:27].[F:1][C:2]([F:3])([F:4])[C:22]([NH:5][CH2:6][CH2:7][c:8]1[cH:9][cH:10][c:11]([S:14][c:15]2[cH:16][cH:17][c:18]([OH:21])[cH:19][cH:20]2)[cH:12][cH:13]1)=[O:23].[Na+:25].[OH-:24]>>[NH2:5][CH2:6][CH2:7][c:8]1[cH:9][cH:10][c:11]([S:14][c:15]2[cH:16][cH:17][c:18]([OH:21])[cH:19][cH:20]2)[cH:12][cH:13]1. Yields the product NCCc1ccc(Sc2ccc(O)cc2)cc1. The reactants are O=Cc1ccc(OCCBr)cc1, O=C([O-])[O-], CN(C)C=O, [K+], [K+], O, O=c1[nH]ncc2ccccc12. Product: O=Cc1ccc(OCCn2ncc3ccccc3c2=O)cc1. As a reaction SMILES: [Br:1][CH2:2][CH2:3][O:4][c:5]1[cH:6][cH:7][c:8]([CH:9]=[O:10])[cH:11][cH:12]1.[C:24](=[O:25])([O-:26])[O-:27].[CH3:30][N:31]([CH3:32])[CH:33]=[O:34].[K+:28].[K+:29].[OH2:35].[c:13]1(=[O:23])[nH:14][n:15][cH:16][c:17]2[cH:18][cH:19][cH:20][cH:21][c:22]12>>[CH2:2]([CH2:3][O:4][c:5]1[cH:6][cH:7][c:8]([CH:9]=[O:10])[cH:11][cH:12]1)[n:14]1[c:13](=[O:23])[c:22]2[c:17]([cH:16][n:15]1)[cH:18][cH:19][cH:20][cH:21]2. The solvent is ClC(C)Cl (dichloroethane), C(C)(=O)O (Acetic acid). Reaction SMILES: [NH2:1][C:2]1[N:7]=[CH:6][N:5]=[C:4]2[N:8]([C:33]3[CH:38]=[CH:37][C:36]([CH:39]=O)=[CH:35][CH:34]=3)[N:9]=[C:10]([C:11]3[CH:16]=[CH:15][C:14]([NH:17][C:18](=[O:30])[C:19]4[CH:24]=[CH:23][C:22]([C:25]([F:28])([F:27])[F:26])=[CH:21][C:20]=4[F:29])=[C:13]([O:31][CH3:32])[CH:12]=3)[C:3]=12.[NH2:41][CH2:42][CH2:43][CH2:44][N:45]1[CH:49]=[CH:48][N:47]=[CH:46]1.C(O[BH-](OC(=O)C)OC(=O)C)(=O)C.[Na+].[OH-].[Na+]>ClC(Cl)C.C(O)(=O)C>[NH2:1][C:2]1[N:7]=[CH:6][N:5]=[C:4]2[N:8]([C:33]3[CH:38]=[CH:37][C:36]([CH2:39][NH:41][CH2:42][CH2:43][CH2:44][N:45]4[CH:49]=[CH:48][N:47]=[CH:46]4)=[CH:35][CH:34]=3)[N:9]=[C:10]([C:11]3[CH:16]=[CH:15][C:14]([NH:17][C:18](=[O:30])[C:19]4[CH:24]=[CH:23][C:22]([C:25]([F:26])([F:28])[F:27])=[CH:21][C:20]=4[F:29])=[C:13]([O:31][CH3:32])[CH:12]=3)[C:3]=12 |f:2.3,4.5|. Procedure: A mixture of N1-{4-[4-amino-1-(4-formylphenyl)-1H-pyrazolo[3,4-d]pyrimidin-3-yl]-2-methoxyphenyl}-2-fluoro-4-(trifluoromethyl)benzamide (Intermediate 2) (0.075 g, 0.14 mmol), 1-(3-aminopropyl)imidazole (0.034 g, 0.27 mmol), and sodium triacetoxyborohydride (0.087 g, 0.41 mmol) in dichloroethane (1.4 mL) was shaken at room temperature for 3 days. Additional portions of 1-(3-aminopropyl)imidazole (0.1 mL) and sodium triacetoxyborohydride (0.086 g, 0.40 mmol) were added and the reaction mixture was... Conditions: time 3 day. Yield: 43.6%. The product is NC1=C2C(=NC=N1)N(N=C2C2=CC(=C(C=C2)NC(C2=C(C=C(C=C2)C(F)(F)F)F)=O)OC)C2=CC=C(C=C2)CNCCCN2C=NC=C2 (N1-(4-{4-amino-1-[4-{([3-(1H-1-imidazolyl)propyl]amino}methyl)phenyl]-1H-pyrazolo[3,4-d]pyrimidin-3-yl}-2-methoxyphenyl)-2-fluoro-4-(trifluoromethyl)benzamide). The reactants are NCCCN1C=NC=C1 (1-(3-aminopropyl)imidazole), C(C)(=O)O[BH-](OC(C)=O)OC(C)=O.[Na+] (sodium triacetoxyborohydride), NC1=C2C(=NC=N1)N(N=C2C2=CC(=C(C=C2)NC(C2=C(C=C(C=C2)C(F)(F)F)F)=O)OC)C2=CC=C(C=C2)C=O (N1-{4-[4-amino-1-(4-formylphenyl)-1H-pyrazolo[3,4-d]pyrimidin-3-yl]-2-methoxyphenyl}-2-fluoro-4-(trifluoromethyl)benzamide), NC1=C2C(=NC=N1)N(N=C2C2=CC(=C(C=C2)NC(C2=C(C=C(C=C2)C(F)(F)F)F)=O)OC)C2=CC=C(C=C2)C=O (N1-{4-[4-amino-1-(4-formylphenyl)-1H-pyrazolo[3,4-d]pyrimidin-3-yl]-2-methoxyphenyl}-2-fluoro-4-(trifluoromethyl)benzamide), NCCCN1C=NC=C1 (1-(3-aminopropyl)imidazole), C(C)(=O)O[BH-](OC(C)=O)OC(C)=O.[Na+] (sodium triacetoxyborohydride), [OH-].[Na+] (NaOH). Starting materials: CC(C)(C)OC(=O)NC1CCN(Cc2csc(C#N)c2)C1=O, CCOC(C)=O, Cl. The product is Cl, N#Cc1cc(CN2CCC(N)C2=O)cs1. Reaction SMILES: [C:1]([O:2][C:3](=[O:4])[NH:7][CH:8]1[C:9](=[O:21])[N:10]([CH2:13][c:14]2[cH:15][s:16][c:17]([C:19]#[N:20])[cH:18]2)[CH2:11][CH2:12]1)([CH3:5])([CH3:6])[CH3:22].[CH3:24][CH2:25][O:26][C:27]([CH3:28])=[O:29].[ClH:23]>>[ClH:23].[NH2:7][CH:8]1[C:9](=[O:21])[N:10]([CH2:13][c:14]2[cH:15][s:16][c:17]([C:19]#[N:20])[cH:18]2)[CH2:11][CH2:12]1. The reactants are COC(CN1S(CCC1)(=O)=O)OC (2-[2,2-bis(methyloxy)ethyl]isothiazolidine 1,1-dioxide), Cl (hydrochloric acid). The solvent is CC(=O)C (acetone). Reaction conditions: temperature 60 celsius. Product: O=S1(N(CCC1)CC=O)=O ((1,1-dioxido-2-isothiazolidinyl)acetaldehyde). RXN SMILES: C[O:2][CH:3](OC)[CH2:4][N:5]1[CH2:9][CH2:8][CH2:7][S:6]1(=[O:11])=[O:10].Cl>CC(C)=O>[O:10]=[S:6]1(=[O:11])[CH2:7][CH2:8][CH2:9][N:5]1[CH2:4][CH:3]=[O:2]. Reported procedure: To a solution of 2-[2,2-bis(methyloxy)ethyl]isothiazolidine 1,1-dioxide (1.00 g, 4.77 mmol) in acetone (5 mL) was added hydrochloric acid (600 μL, 1 M aqueous, 0.600 mmol). The reaction mixture was heated at 60° C. for 10 hours, then cooled to room temperature. The excess acetone was removed in vacuo and the resulting residue was partitioned between water and dichloromethane. The organic layer was separated and dried over sodium sulfate. Filtration and concentration, followed by flash chromatogr...